This data is from the Open Reaction Database (ORD), a public repository of structured organic reaction records. The task is: describe an organic reaction: reactants, conditions, products, and yield The reactants are OC=1C=C(C=C(C1)C(F)(F)F)C(C(=O)O)C (2-[3-hydroxy-5-(trifluoromethyl)phenyl]propanoic acid), C1(=CC=CC=C1)S(=O)(=O)C1=CC(=C(C=C1)F)Cl (3-chloro-4-fluorophenyl phenyl sulfone). The product is ClC1=C(OC=2C=C(C=C(C2)C(F)(F)F)C(C(=O)O)C)C=CC(=C1)S(=O)(=O)C1=CC=CC=C1 (2-[3-[2-chloro-4-(phenylsulfonyl)phenoxy]-5-(trifluoromethyl)phenyl]propanoic acid). Reaction SMILES: [OH:1][C:2]1[CH:3]=[C:4]([CH:12]([CH3:16])[C:13]([OH:15])=[O:14])[CH:5]=[C:6]([C:8]([F:11])([F:10])[F:9])[CH:7]=1.[C:17]1([S:23]([C:26]2[CH:31]=[CH:30][C:29](F)=[C:28]([Cl:33])[CH:27]=2)(=[O:25])=[O:24])[CH:22]=[CH:21][CH:20]=[CH:19][CH:18]=1>>[Cl:33][C:28]1[CH:27]=[C:26]([S:23]([C:17]2[CH:18]=[CH:19][CH:20]=[CH:21][CH:22]=2)(=[O:24])=[O:25])[CH:31]=[CH:30][C:29]=1[O:1][C:2]1[CH:3]=[C:4]([CH:12]([CH3:16])[C:13]([OH:15])=[O:14])[CH:5]=[C:6]([C:8]([F:9])([F:10])[F:11])[CH:7]=1. Reported procedure: The title compound was prepared as described in example 2 step (iii) but instead using the product from example 50 step (iii) and the product from example 29 step (i). Starting materials: FC([C@@H](C=1C=NC(=CC1)NN)N1C[C@H](CC1)NC(OC(C)(C)C)=O)(F)F (tert-butyl (S)-1-((R)-2,2,2-trifluoro-1-(6-hydrazinylpyridin-3-yl)ethyl)pyrrolidin-3-ylcarbamate), C(C)(=O)O.C(C)(=O)O.I(=O)C1=CC=CC=C1 (iodosobenzene diacetate), C([O-])(O)=O.[Na+] (sodium bicarbonate), COC[C@@H](C)OC1=CC=C2C=CC(=NC2=C1)C=O ((R)-7-(1-methoxypropan-2-yloxy)quinoline-2-carbaldehyde), C(C)O (ethanol). The solvent is C(C)(=O)OCC (Ethyl acetate). Run at time 12 hour. The product is FC([C@@H](C=1C=CC=2N(C1)C(=NN2)C2=NC1=CC(=CC=C1C=C2)O[C@@H](COC)C)N2C[C@H](CC2)NC(OC(C)(C)C)=O)(F)F (tert-butyl (S)-1-((R)-2,2,2-trifluoro-1-(3-(7-((R)-1-methoxypropan-2-yloxy)quinolin-2-yl)-[1,2,4]triazolo[4,3-a]pyridin-6-yl)ethyl)pyrrolidin-3-ylcarbamate). The yield is 41.6%. As a reaction SMILES: [F:1][C:2]([F:26])([F:25])[C@H:3]([N:12]1[CH2:16][CH2:15][C@H:14]([NH:17][C:18](=[O:24])[O:19][C:20]([CH3:23])([CH3:22])[CH3:21])[CH2:13]1)[C:4]1[CH:5]=[N:6][C:7]([NH:10][NH2:11])=[CH:8][CH:9]=1.[CH3:27][O:28][CH2:29][C@H:30]([O:32][C:33]1[CH:42]=[C:41]2[C:36]([CH:37]=[CH:38][C:39]([CH:43]=O)=[N:40]2)=[CH:35][CH:34]=1)[CH3:31].C(O)C.C(O)(=O)C.C(O)(=O)C.I(C1C=CC=CC=1)=O.C(=O)(O)[O-].[Na+]>C(OCC)(=O)C>[F:26][C:2]([F:25])([F:1])[C@H:3]([N:12]1[CH2:16][CH2:15][C@H:14]([NH:17][C:18](=[O:24])[O:19][C:20]([CH3:22])([CH3:23])[CH3:21])[CH2:13]1)[C:4]1[CH:9]=[CH:8][C:7]2[N:6]([C:43]([C:39]3[CH:38]=[CH:37][C:36]4[C:41](=[CH:42][C:33]([O:32][C@H:30]([CH3:31])[CH2:29][O:28][CH3:27])=[CH:34][CH:35]=4)[N:40]=3)=[N:11][N:10]=2)[CH:5]=1 |f:3.4.5,6.7|. Procedure: A solution of tert-butyl (S)-1-((R)-2,2,2-trifluoro-1-(6-hydrazinylpyridin-3-yl)ethyl)pyrrolidin-3-ylcarbamate (0.17 g, 0.44 mmol) and (R)-7-(1-methoxypropan-2-yloxy)quinoline-2-carbaldehyde (0.11 g, 0.44 mmol) in ethanol (2.2 mL, 0.44 mmol) was allowed to stir at ambient temperature for 12 hours. The solvent was removed under reduced pressure. The residue was dissolved in dichloromethane (2.2 mL) and iodosobenzene diacetate (0.16 g, 0.49 mmol) was added. The reaction mixture was stirred at ambi... The reactants are ClC1=CC=C(C=C1)C=1N=C2N(C=CC(=C2)C)C1CC(=O)O (2-(4-chlorophenyl)-7-methylimidazo[1,2-a]-pyridine-3-acetic acid), C(C1=CC=CC=C1)CCN (N-benzylethylamine), CCN=C=NCCCN(C)C.Cl (EDC hydrochloride). The solvent is ClCCl (dichloromethane). Yields the product C(C1=CC=CC=C1)N(C(CC1=C(N=C2N1C=CC(=C2)C)C2=CC=C(C=C2)Cl)=O)CC (N-benzyl-N-ethyl-2-(4-chlorophenyl)-7-methylimidazo[1,2-a]pyridine-3-acetamide). Yield: 39.9%. As a reaction SMILES: [Cl:1][C:2]1[CH:7]=[CH:6][C:5]([C:8]2[N:9]=[C:10]3[CH:15]=[C:14]([CH3:16])[CH:13]=[CH:12][N:11]3[C:17]=2[CH2:18][C:19]([OH:21])=O)=[CH:4][CH:3]=1.[CH2:22](CCN)[C:23]1[CH:28]=[CH:27][CH:26]=[CH:25][CH:24]=1.[CH3:32][CH2:33][N:34]=C=NCCCN(C)C.Cl>ClCCl>[CH2:22]([N:34]([CH2:33][CH3:32])[C:19](=[O:21])[CH2:18][C:17]1[N:11]2[CH:12]=[CH:13][C:14]([CH3:16])=[CH:15][C:10]2=[N:9][C:8]=1[C:5]1[CH:6]=[CH:7][C:2]([Cl:1])=[CH:3][CH:4]=1)[C:23]1[CH:24]=[CH:25][CH:26]=[CH:27][CH:28]=1 |f:2.3|. Procedure details: 0.9 g (0.003 mol) of 2-(4-chlorophenyl)-7-methylimidazo[1,2-a]-pyridine-3-acetic acid and 0.6 g (0.0045 mol) of N-benzylethylamine were weighed, added to 80 mL of dry dichloromethane, then added with 1.0 g (0.005 mol) of EDC hydrochloride. Stirred at room temperature and reacted for 24 h, stopped the reaction until almost completion of the reaction. Filtered to remove solid urea, concentrated, and then separated with silica gel column chromatograph to obtain a crude product which was recrystalli... The reactants are C(C)C(C1=CC=C(C=C1)O)(C1=C(C=CC=C1)OC)O (α-ethyl-α-(2-methoxyphenyl)-4-hydroxy-benzylalcohol), ClCCCN1CCCCC1 (N-(3-chloropropyl)-piperidine), C([O-])([O-])=O.[K+].[K+] (potassium carbonate). Reagents/catalysts: S(=O)(=O)(O)[O-].C(CCC)[N+](CCCC)(CCCC)CCCC (tetrabutyl ammonium hydrogensulfate). Solvent: C(C)(=O)OCC (ethyl acetate). Yields the product COC1=C(C=CC=C1)C(CC)(O)C1=CC=C(OCCCN2CCCCC2)C=C1 (1-[3-[4-[1-(2-Methoxyphenyl)-1-hydroxypropyl]-phenoxy]-propyl]-piperidine). As a reaction SMILES: [CH2:1]([C:3]([OH:19])([C:11]1[CH:16]=[CH:15][CH:14]=[CH:13][C:12]=1[O:17][CH3:18])[C:4]1[CH:9]=[CH:8][C:7]([OH:10])=[CH:6][CH:5]=1)[CH3:2].Cl[CH2:21][CH2:22][CH2:23][N:24]1[CH2:29][CH2:28][CH2:27][CH2:26][CH2:25]1.C(=O)([O-])[O-].[K+].[K+]>S([O-])(O)(=O)=O.C([N+](CCCC)(CCCC)CCCC)CCC.C(OCC)(=O)C>[CH3:18][O:17][C:12]1[CH:13]=[CH:14][CH:15]=[CH:16][C:11]=1[C:3]([C:4]1[CH:5]=[CH:6][C:7]([O:10][CH2:21][CH2:22][CH2:23][N:24]2[CH2:29][CH2:28][CH2:27][CH2:26][CH2:25]2)=[CH:8][CH:9]=1)([OH:19])[CH2:1][CH3:2] |f:2.3.4,5.6|. Reported procedure: 7.7 g. of α-ethyl-α-(2-methoxyphenyl)-4-hydroxy-benzylalcohol and 6.6 g. of N-(3-chloropropyl)-piperidine in 70 ml. of ethyl acetate, in the presence of 14 g. of anhydrous potassium carbonate and 0.5 g. of tetrabutyl ammonium hydrogensulfate are boiled under reflux for 8 hours. Thereafter the solvent is distilled off under reduced pressure, to the residue water is added, and it is extracted with ether. The ethereal phases are combined, washed with water, a 5% aqueous sodium hydroxide solution an... The reactants are CC1=CC2=C(C(C3=C(C=C2)C=C(C=C3)C(C)C)C=3C(NC(NC3)=O)=O)C=C1 ((±)-5-[2-Methyl-8-[1-methylethyl]-5H-dibenzo[a,d]cyclohepten-5-yl]-2,4(1H,3H)-pyrimidinedione), C(C)OC(=O)C=1OC(=CC1)CBr (5-bromomethyl-2-furancarboxylic acid ethyl ester). Product: CC1=CC2=C(C(C3=C(C=C2)C=C(C=C3)C(C)C)C=3C(NC(N(C3)CC3=CC=C(O3)C(=O)OCC)=O)=O)C=C1 ((±)-5-[[3,4-Dihydro-5-{2-methyl-8-[l-methylethyl]-5H-dibenzo[a,d]cyclohepten-5-yl}-2,4-dioxo-1(2H)-pyrimidinyl]methyl]-2-furancarboxylic acid, ethyl ester). As a reaction SMILES: [CH3:1][C:2]1[CH:27]=[CH:26][C:5]2[CH:6]([C:18]3[C:19](=[O:25])[NH:20][C:21](=[O:24])[NH:22][CH:23]=3)[C:7]3[CH:14]=[CH:13][C:12]([CH:15]([CH3:17])[CH3:16])=[CH:11][C:8]=3[CH:9]=[CH:10][C:4]=2[CH:3]=1.[CH2:28]([O:30][C:31]([C:33]1[O:34][C:35]([CH2:38]Br)=[CH:36][CH:37]=1)=[O:32])[CH3:29]>>[CH3:1][C:2]1[CH:27]=[CH:26][C:5]2[CH:6]([C:18]3[C:19](=[O:25])[NH:20][C:21](=[O:24])[N:22]([CH2:38][C:35]4[O:34][C:33]([C:31]([O:30][CH2:28][CH3:29])=[O:32])=[CH:37][CH:36]=4)[CH:23]=3)[C:7]3[CH:14]=[CH:13][C:12]([CH:15]([CH3:17])[CH3:16])=[CH:11][C:8]=3[CH:9]=[CH:10][C:4]=2[CH:3]=1. Reported procedure: The subtitle compound was prepared from the product of step (vi) (1 g) and 5-bromomethyl-2-furancarboxylic acid ethyl ester (J. Chem. Soc. Perkin Trans. 1, 1981, 1125, Bull. Chem. Soc. Jpn. 1987, 60, 1807)(0.65 g) according to the method of example 1 step (iv). Purification was by chromatography eluting with 20% ethyl acetate in toluene. Yield 0.375 g.